This data is from the Open Reaction Database (ORD), a public repository of structured organic reaction records. The task is: describe an organic reaction: reactants, conditions, products, and yield The reactants are ClC=1C=C(CN2C(C3=C(C(N4C(=C3CC2)C(N(CC(CC4)=O)C)=O)=O)OC)=O)C=CC1F (11-(3-chloro-4-fluorobenzyl)-9-methoxy-2-methyl-5,6,12,13-tetrahydro-2H[1,4]diazocino[2,1-a]-2,6-naphthyridine-1,4,8,10(3H, 11H)-tetrone), Br (hydrogen bromide). Procedure details: A mixture of 11-(3-chloro-4-fluorobenzyl)-9-methoxy-2-methyl-5,6,12,13-tetrahydro-2H[1,4]diazocino[2,1-a]-2,6-naphthyridine-1,4,8,10(3H, 11H)-tetrone (25 mg, 0.05 mmol) and 33% hydrogen bromide in acetic acid (0.5 mL) in dioxane (1 mL) was stirred at room temperature for 1.5 hour. The product mixture was concentrated under vacuum. The residue was dissolved in DMSO and subjected to reverse phase column chromatography on C-18 stationary phase eluted with a 95-5% water-acetonitrile gradient. Collec... Solvent: C(C)(=O)O (acetic acid), O1CCOCC1 (dioxane). As a reaction SMILES: [Cl:1][C:2]1[CH:3]=[C:4]([CH:29]=[CH:30][C:31]=1[F:32])[CH2:5][N:6]1[CH2:15][CH2:14][C:13]2[C:8](=[C:9]([O:26]C)[C:10](=[O:25])[N:11]3[CH2:21][CH2:20][C:19](=[O:22])[CH2:18][N:17]([CH3:23])[C:16](=[O:24])[C:12]3=2)[C:7]1=[O:28].Br>C(O)(=O)C.O1CCOCC1>[Cl:1][C:2]1[CH:3]=[C:4]([CH:29]=[CH:30][C:31]=1[F:32])[CH2:5][N:6]1[CH2:15][CH2:14][C:13]2[C:8](=[C:9]([OH:26])[C:10](=[O:25])[N:11]3[CH2:21][CH2:20][C:19](=[O:22])[CH2:18][N:17]([CH3:23])[C:16](=[O:24])[C:12]3=2)[C:7]1=[O:28]. Run at time 1.5 hour. The product is ClC=1C=C(CN2C(C3=C(C(N4C(=C3CC2)C(N(CC(CC4)=O)C)=O)=O)O)=O)C=CC1F (11-(3-Chloro-4-fluorobenzyl)-9-hydroxy-2-methyl-5,6,12,13-tetrahydro-2H[1,4]diazocino[2,1-a]-2,6-naphthyridine-1,4,8,10(3H, 11H)-tetrone). Starting materials: CS(C)=O, CCN(C(C)C)C(C)C, Clc1ccc(-c2cc3nc(C4CCN(C5CC5)CC4)nn3c(Cl)n2)c(Cl)c1, Cl, Cl, NCCNc1ccc(C(=O)C(F)(F)F)c(N)n1. Product: Nc1nc(NCCNc2nc(-c3ccc(Cl)cc3Cl)cc3nc(C4CCN(C5CC5)CC4)nn23)ccc1C(=O)C(F)(F)F. Reaction SMILES: [CH3:56][S:57]([CH3:58])=[O:59].[CH:47]([N:48]([CH2:49][CH3:50])[CH:51]([CH3:52])[CH3:53])([CH3:54])[CH3:55].[Cl:2][c:3]1[n:4][c:5](-[c:21]2[c:22]([Cl:28])[cH:23][c:24]([Cl:27])[cH:25][cH:26]2)[cH:6][c:7]2[n:8]1[n:9][c:10]([CH:12]1[CH2:13][CH2:14][N:15]([CH:18]3[CH2:19][CH2:20]3)[CH2:16][CH2:17]1)[n:11]2.[ClH:1].[ClH:29].[NH2:30][c:31]1[n:32][c:33]([NH:43][CH2:44][CH2:45][NH2:46])[cH:34][cH:35][c:36]1[C:37]([C:38]([F:39])([F:40])[F:41])=[O:42]>>[c:3]1([NH:46][CH2:45][CH2:44][NH:43][c:33]2[n:32][c:31]([NH2:30])[c:36]([C:37]([C:38]([F:39])([F:40])[F:41])=[O:42])[cH:35][cH:34]2)[n:4][c:5](-[c:21]2[c:22]([Cl:28])[cH:23][c:24]([Cl:27])[cH:25][cH:26]2)[cH:6][c:7]2[n:8]1[n:9][c:10]([CH:12]1[CH2:13][CH2:14][N:15]([CH:18]3[CH2:19][CH2:20]3)[CH2:16][CH2:17]1)[n:11]2.